Dataset: the Open Reaction Database (ORD), a public repository of structured organic reaction records. Task: describe an organic reaction: reactants, conditions, products, and yield The reactants are C(CCC)[Li] (n-butyl lithium), C(C)(C)(C)OC(=O)NCCC1=CC(=CC=C1)Br (N-tert-butoxycarbonyl-3-bromophenethylamine), CN(C(C1=C(C=CC(=C1)Cl)N)=O)OC (N-methyl-N-methyloxy-2-amino-5-chloro-benzamide), CCCCCC (hexane). The solvent is C(C)(=O)OCC (ethyl acetate), O (water), O1CCCC1 (tetrahydrofuran). Product: NC1=C(C(=O)C2=CC(=CC=C2)CCNC(=O)OC(C)(C)C)C=C(C=C1)Cl (2-amino-3′-(2-tert-butoxycarbonylaminoethyl)-5-chloro-benzophenone). The yield is 70.7%. RXN SMILES: [C:1]([O:5][C:6]([NH:8][CH2:9][CH2:10][C:11]1[CH:16]=[CH:15][CH:14]=[C:13](Br)[CH:12]=1)=[O:7])([CH3:4])([CH3:3])[CH3:2].CN(OC)[C:20](=[O:29])[C:21]1[CH:26]=[C:25]([Cl:27])[CH:24]=[CH:23][C:22]=1[NH2:28].CCCCCC.C([Li])CCC>O1CCCC1.C(OCC)(=O)C.O>[NH2:28][C:22]1[CH:23]=[CH:24][C:25]([Cl:27])=[CH:26][C:21]=1[C:20]([C:13]1[CH:14]=[CH:15][CH:16]=[C:11]([CH2:10][CH2:9][NH:8][C:6]([O:5][C:1]([CH3:4])([CH3:3])[CH3:2])=[O:7])[CH:12]=1)=[O:29]. Procedure details: A solution of N-tert-butoxycarbonyl-3-bromophenethylamine (1.7 g) and N-methyl-N-methyloxy-2-amino-5-chloro-benzamide (1.9 g) in tetrahydrofuran (50 ml) was cooled to -70° C. To the solution was added dropwise, while stirring, a hexane solution of n-butyl lithium (1.6 mol/L) (18 ml). To the reaction mixture were added water (100 ml) and ethyl acetate (80 ml). The mixture was shaken. The organic layer was separated, which was washed with water and dried over anhydrous sodium sulfate. The solvent ...